This data is from the Open Reaction Database (ORD), a public repository of structured organic reaction records. The task is: describe an organic reaction: reactants, conditions, products, and yield The reactants are [OH-].[Na+] (sodium hydroxide), N[C@@H](CC1=CC=CC=C1)C(=O)O (L-phenylalanine), solution, C(=O)(OCC1=CC=CC=C1)Cl (carbobenzoxychloride), [OH-].[Na+] (sodium hydroxide). Yields the product C(=O)(OCC1=CC=CC=C1)N[C@@H](CC1=CC=CC=C1)C(=O)O (N-carbobenzoxy-L-phenylalanine). RXN SMILES: [OH-].[Na+].[NH2:3][C@H:4]([C:12]([OH:14])=[O:13])[CH2:5][C:6]1[CH:11]=[CH:10][CH:9]=[CH:8][CH:7]=1.[C:15](Cl)([O:17][CH2:18][C:19]1[CH:24]=[CH:23][CH:22]=[CH:21][CH:20]=1)=[O:16]>>[C:15]([NH:3][C@H:4]([C:12]([OH:14])=[O:13])[CH2:5][C:6]1[CH:11]=[CH:10][CH:9]=[CH:8][CH:7]=1)([O:17][CH2:18][C:19]1[CH:24]=[CH:23][CH:22]=[CH:21][CH:20]=1)=[O:16] |f:0.1|. Procedure details: To 30 ml of a 1 N sodium hydroxide solution is added 4.95 g of L-phenylalanine. The solution is cooled and stirred in an ice bath and 5.4 ml of a 6.1 M solution of carbobenzoxychloride is added dropwise along with additional 1 N sodium hydroxide solution so that the pH remains at 11.0-11.5. The reaction mixture is washed with ether. The aqueous layer is acidified to pH 1.0 with 12 N hydrochloric acid, then the solution is extracted with ethyl acetate. The ethyl acetate extract is separated and i... Starting materials: C1CCOC1, CC(=O)O, O=C(c1ncn(Cc2cc(C(F)(F)F)cc(C(F)(F)F)c2)c1-c1cccnc1)c1c(COC2CCCCO2)noc1-c1ccccc1Cl, O. Yields the product O=C(c1ncn(Cc2cc(C(F)(F)F)cc(C(F)(F)F)c2)c1-c1cccnc1)c1c(CO)noc1-c1ccccc1Cl. Reaction SMILES: [CH2:54]1[O:55][CH2:56][CH2:57][CH2:58]1.[CH3:49][C:50](=[O:51])[OH:52].[F:1][C:2]([c:3]1[cH:4][c:5]([CH2:6][n:7]2[cH:8][n:9][c:10]([C:18](=[O:19])[c:20]3[c:21]([CH2:32][O:33][CH:34]4[CH2:35][CH2:36][CH2:37][CH2:38][O:39]4)[n:22][o:23][c:24]3-[c:25]3[c:26]([Cl:31])[cH:27][cH:28][cH:29][cH:30]3)[c:11]2-[c:12]2[cH:13][n:14][cH:15][cH:16][cH:17]2)[cH:40][c:41]([C:43]([F:44])([F:45])[F:46])[cH:42]1)([F:47])[F:48].[OH2:53]>>[F:1][C:2]([c:3]1[cH:4][c:5]([CH2:6][n:7]2[cH:8][n:9][c:10]([C:18](=[O:19])[c:20]3[c:21]([CH2:32][OH:33])[n:22][o:23][c:24]3-[c:25]3[c:26]([Cl:31])[cH:27][cH:28][cH:29][cH:30]3)[c:11]2-[c:12]2[cH:13][n:14][cH:15][cH:16][cH:17]2)[cH:40][c:41]([C:43]([F:44])([F:45])[F:46])[cH:42]1)([F:47])[F:48]. The reactants are [K+], [K+], [K+], O=S(=O)(Oc1cccc(-c2cccc3nc(Nc4ccc(OCCN5CCCC5)cc4)nn23)c1)C(F)(F)F, O=P([O-])([O-])[O-], OB(O)c1ccccc1, c1ccc(P(c2ccccc2)(c2ccccc2)[Pd](P(c2ccccc2)(c2ccccc2)c2ccccc2)(P(c2ccccc2)(c2ccccc2)c2ccccc2)P(c2ccccc2)(c2ccccc2)c2ccccc2)cc1. The product is c1ccc(-c2cccc(-c3cccc4nc(Nc5ccc(OCCN6CCCC6)cc5)nn34)c2)cc1. Reaction SMILES: [K+:53].[K+:54].[K+:55].[N:1]1([CH2:6][CH2:7][O:8][c:9]2[cH:10][cH:11][c:12]([NH:15][c:16]3[n:17][n:18]4[c:19]([cH:20][cH:21][cH:22][c:23]4-[c:24]4[cH:25][c:26]([O:30][S:31]([C:32]([F:33])([F:34])[F:35])(=[O:36])=[O:37])[cH:27][cH:28][cH:29]4)[n:38]3)[cH:13][cH:14]2)[CH2:2][CH2:3][CH2:4][CH2:5]1.[P:48]([O-:49])([O-:50])([O-:51])=[O:52].[c:39]1([B:45]([OH:46])[OH:47])[cH:40][cH:41][cH:42][cH:43][cH:44]1.[cH:56]1[cH:57][cH:58][c:59]([P:60]([Pd:61]([P:62]([c:63]2[cH:64][cH:65][cH:66][cH:67][cH:68]2)([c:69]2[cH:70][cH:71][cH:72][cH:73][cH:74]2)[c:75]2[cH:76][cH:77][cH:78][cH:79][cH:80]2)([P:81]([c:82]2[cH:83][cH:84][cH:85][cH:86][cH:87]2)([c:88]2[cH:89][cH:90][cH:91][cH:92][cH:93]2)[c:94]2[cH:95][cH:96][cH:97][cH:98][cH:99]2)[P:100]([c:101]2[cH:102][cH:103][cH:104][cH:105][cH:106]2)([c:107]2[cH:108][cH:109][cH:110][cH:111][cH:112]2)[c:113]2[cH:114][cH:115][cH:116][cH:117][cH:118]2)([c:119]2[cH:120][cH:121][cH:122][cH:123][cH:124]2)[c:125]2[cH:126][cH:127][cH:128][cH:129][cH:130]2)[cH:131][cH:132]1>>[N:1]1([CH2:6][CH2:7][O:8][c:9]2[cH:10][cH:11][c:12]([NH:15][c:16]3[n:17][n:18]4[c:19]([cH:20][cH:21][cH:22][c:23]4-[c:24]4[cH:25][c:26](-[c:39]5[cH:40][cH:41][cH:42][cH:43][cH:44]5)[cH:27][cH:28][cH:29]4)[n:38]3)[cH:13][cH:14]2)[CH2:2][CH2:3][CH2:4][CH2:5]1. Reactants: FC1=C(C=CC=C1S(=O)(=O)C)C1CCN(CC1)C(=O)OC (methyl 4-[2-fluoro-3-(methylsulfonyl)-phenyl]piperidine-1-carboxylate). Solvent: C(C)O (ethanol), Cl (hydrochloric acid). Product: FC1=C(C=CC=C1S(=O)(=O)C)C1CCNCC1 (4-[2-FLUORO-3-(METHYLSULFONYL)PHENYL]-PIPERIDINE). Isolated yield 88.3%. Reaction SMILES: [F:1][C:2]1[C:7]([S:8]([CH3:11])(=[O:10])=[O:9])=[CH:6][CH:5]=[CH:4][C:3]=1[CH:12]1[CH2:17][CH2:16][N:15](C(OC)=O)[CH2:14][CH2:13]1>C(O)C.Cl>[F:1][C:2]1[C:7]([S:8]([CH3:11])(=[O:10])=[O:9])=[CH:6][CH:5]=[CH:4][C:3]=1[CH:12]1[CH2:17][CH2:16][NH:15][CH2:14][CH2:13]1. Procedure: To a solution of methyl 4-[2-fluoro-3-(methylsulfonyl)-phenyl]piperidine-1-carboxylate (0.7 g, 2.2 mmol) in ethanol (4 ml), hydrochloric acid (3 M, 10 ml) was added and the mixture was heated at reflux for 24 h. The ethanol was evaporated and the aqueous residue was basified with sodium hydroxide (5 M) and extracted with ethylacetate (3×50 ml). The combined organic phases was washed with brine (50 ml), dried (MgSO4) and evaporated to dryness to give the title compound (0.5 g, 91%). MS m/z (relat... Starting materials: CC(C)C(=O)Nc1cccc(C2CCNCC2)c1, ClCCCCCn1ccc2ccccc21, [I-], [K+], [K+], [Na+], O=C([O-])[O-], CN(C)C=O. Yields the product CC(C)C(=O)Nc1cccc(C2CCN(CCCCCn3ccc4ccccc43)CC2)c1. RXN SMILES: [CH3:16][CH:17]([C:18](=[O:19])[NH:20][c:21]1[cH:22][c:23]([CH:27]2[CH2:28][CH2:29][NH:30][CH2:31][CH2:32]2)[cH:24][cH:25][cH:26]1)[CH3:33].[Cl:1][CH2:2][CH2:3][CH2:4][CH2:5][CH2:6][n:7]1[cH:8][cH:9][c:10]2[cH:11][cH:12][cH:13][cH:14][c:15]12.[I-:40].[K+:34].[K+:35].[Na+:41].[O-:36][C:37]([O-:38])=[O:39].[O:42]=[CH:43][N:44]([CH3:45])[CH3:46]>>[CH2:2]([CH2:3][CH2:4][CH2:5][CH2:6][n:7]1[cH:8][cH:9][c:10]2[cH:11][cH:12][cH:13][cH:14][c:15]12)[N:30]1[CH2:29][CH2:28][CH:27]([c:23]2[cH:22][c:21]([NH:20][C:18]([CH:17]([CH3:16])[CH3:33])=[O:19])[cH:26][cH:25][cH:24]2)[CH2:32][CH2:31]1. Reaction conditions: temperature 80 celsius, time 10 hour. Product: target compound, FC(C(=O)OCC)(C1(C2CC3CC(CC1C3)C2)O)F (ethyl difluoro-(2-hydroxyadamantan-2-yl)acetate). Reagents/catalysts: [Zn] (zinc). The reactants are BrC(C(=O)OCC)(F)F (ethyl bromodifluoroacetate), BrC(C)Br (dibromoethane), C12C(C3CC(CC(C1)C3)C2)=O (2-adamantanone), B(OC)(OC)OC (trimethyl borate), Cl (hydrochloric acid). Run in O1CCCC1 (tetrahydrofuran), C(C)(=O)OCC (Ethyl acetate), O1CCCC1 (tetrahydrofuran). Procedure details: A mixture of 24 g of ethyl bromodifluoroacetate, 2.2 g of dibromoethane and 25 g of tetrahydrofuran was added dropwise to a mixture of 7.8 g of zinc, 15 g of 2-adamantanone, 30 mL of trimethyl borate, and 25 g of tetrahydrofuran at a temperature of 50° C., followed by stirring for 10 hours at 80° C. Thereafter, 50 g of 5 wt % hydrochloric acid was added to quench the reaction. Ethyl acetate, 20 g, was added to the reaction solution, from which the organic layer was extracted. The organic layer w... RXN SMILES: Br[C:2]([F:9])([F:8])[C:3]([O:5][CH2:6][CH3:7])=[O:4].BrC(Br)C.[CH:14]12[CH2:23][CH:18]3[CH2:19][CH:20]([CH2:22][CH:16]([CH2:17]3)[C:15]1=[O:24])[CH2:21]2.B(OC)(OC)OC.Cl>[Zn].C(OCC)(=O)C.O1CCCC1>[F:8][C:2]([F:9])([C:15]1([OH:24])[CH:16]2[CH2:22][CH:20]3[CH2:19][CH:18]([CH2:23][CH:14]1[CH2:21]3)[CH2:17]2)[C:3]([O:5][CH2:6][CH3:7])=[O:4]. Isolated yield 58.0%. The reactants are CCOCn1c(N(C(C)=O)c2cc(C)cc(C)c2)c(CC)c(=O)[nH]c1=O, C[O-], CO, [Cl-], [NH4+], [Na+]. The product is CCOCn1c(Nc2cc(C)cc(C)c2)c(CC)c(=O)[nH]c1=O. As a reaction SMILES: [CH3:1][c:2]1[cH:3][c:4]([N:9]([C:10](=[O:11])[CH3:12])[c:13]2[n:14]([CH2:23][O:24][CH2:25][CH3:26])[c:15](=[O:22])[nH:16][c:17](=[O:21])[c:18]2[CH2:19][CH3:20])[cH:5][c:6]([CH3:8])[cH:7]1.[CH3:27][O-:28].[CH3:32][OH:33].[Cl-:30].[NH4+:31].[Na+:29]>>[CH3:1][c:2]1[cH:3][c:4]([NH:9][c:13]2[n:14]([CH2:23][O:24][CH2:25][CH3:26])[c:15](=[O:22])[nH:16][c:17](=[O:21])[c:18]2[CH2:19][CH3:20])[cH:5][c:6]([CH3:8])[cH:7]1.